From a dataset of the Open Reaction Database (ORD), a public repository of structured organic reaction records. describe an organic reaction: reactants, conditions, products, and yield The reactants are ClC=1C(=NN(C1C)C1C(N(CC1)C=1C=NN(C1C(C)C)C1=CC=C(C=C1)F)=O)C#N (4-chloro-1-[1-[1-(4-fluorophenyl)-5-isopropylpyrazol-4-yl]-2-oxo-pyrrolidin-3-yl]-5-methylpyrazole-3-carbonitrile), C(CN)N (ethane-1,2-diamine). Run in CC(=O)O (HOAc), CCO (EtOH). Conditions: temperature 100 celsius, time 2.5 hour. Yields the product ClC=1C(=NN(C1C)C1C(N(CC1)C=1C=NN(C1C(C)C)C1=CC=C(C=C1)F)=O)C=1NCCN1 (3-[4-chloro-3-(4,5-dihydro-1H-imidazol-2-yl)-5-methylpyrazol-1-yl]-1-[1-(4-fluorophenyl)-5-isopropylpyrazol-4-yl]pyrrolidin-2-one). The yield is 87.0%. As a reaction SMILES: [Cl:1][C:2]1[C:3]([C:29]#[N:30])=[N:4][N:5]([CH:8]2[CH2:12][CH2:11][N:10]([C:13]3[CH:14]=[N:15][N:16]([C:21]4[CH:26]=[CH:25][C:24]([F:27])=[CH:23][CH:22]=4)[C:17]=3[CH:18]([CH3:20])[CH3:19])[C:9]2=[O:28])[C:6]=1[CH3:7].[CH2:31](N)[CH2:32][NH2:33]>CC(O)=O.CCO>[Cl:1][C:2]1[C:3]([C:29]2[NH:33][CH2:32][CH2:31][N:30]=2)=[N:4][N:5]([CH:8]2[CH2:12][CH2:11][N:10]([C:13]3[CH:14]=[N:15][N:16]([C:21]4[CH:22]=[CH:23][C:24]([F:27])=[CH:25][CH:26]=4)[C:17]=3[CH:18]([CH3:20])[CH3:19])[C:9]2=[O:28])[C:6]=1[CH3:7]. Reported procedure: A mixture of 4-chloro-1-[1-[1-(4-fluorophenyl)-5-isopropylpyrazol-4-yl]-2-oxo-pyrrolidin-3-yl]-5-methylpyrazole-3-carbonitrile (0.042 g, 0.10 mmol) in ethane-1,2-diamine (1.5 mL), HOAc (0.23 mL) and EtOH (1.25 mL) was stirred at 100° C. for 2.5 hrs. The mixture was then cooled to room temperature, quenched with sat. aq. NaHCO3 (50 mL), and extracted with EtOAc (100 mL). The organic layer was separated, dried over anhydrous sodium sulfate and concentrated in vacuo to afford 3-[4-chloro-3-(4,5-dih...